From a dataset of the Open Reaction Database (ORD), a public repository of structured organic reaction records. describe an organic reaction: reactants, conditions, products, and yield Starting materials: C1=CC=CC=2C3=CC=CC=C3C(C12)COC(=O)N1C[C@H](C[C@H](C1)C(N(C=1C=CC2=C(N(C(C(O2)(C)C)=O)CCCOC)C1)C1CC1)=O)NC(=O)OC(C)(C)C ((3S,5R)-3-tert-Butoxycarbonylamino-5-{cyclopropyl-[4-(3-methoxy-propyl)-2,2-dimethyl-3-oxo-3,4-dihydro-2H-benzo[1,4]oxazin-6-yl]-carbamoyl}-piperidine-1-carboxylic acid 9H-fluoren-9-ylmethyl ester), Cl (HCl). The solvent is O1CCOCC1 (1,4-dioxane). The product is Cl.C1=CC=CC=2C3=CC=CC=C3C(C12)COC(=O)N1C[C@H](C[C@H](C1)C(N(C=1C=CC2=C(N(C(C(O2)(C)C)=O)CCCOC)C1)C1CC1)=O)N ((3S,5R)-3-Amino-5-{cyclopropyl-[4-(3-methoxy-propyl)-2,2-dimethyl-3-oxo-3,4-dihydro-2H-benzo[1,4]oxazin-6-yl]-carbamoyl}-piperidine-1-carboxylic acid 9H-fluoren-9-ylmethyl ester hydrochloride). As a reaction SMILES: [CH:1]1[C:13]2[CH:12]([CH2:14][O:15][C:16]([N:18]3[CH2:23][C@H:22]([C:24](=[O:47])[N:25]([CH:44]4[CH2:46][CH2:45]4)[C:26]4[CH:27]=[CH:28][C:29]5[O:34][C:33]([CH3:36])([CH3:35])[C:32](=[O:37])[N:31]([CH2:38][CH2:39][CH2:40][O:41][CH3:42])[C:30]=5[CH:43]=4)[CH2:21][C@H:20]([NH:48]C(OC(C)(C)C)=O)[CH2:19]3)=[O:17])[C:11]3[C:6](=[CH:7][CH:8]=[CH:9][CH:10]=3)[C:5]=2[CH:4]=[CH:3][CH:2]=1.[ClH:56]>O1CCOCC1>[ClH:56].[CH:10]1[C:11]2[CH:12]([CH2:14][O:15][C:16]([N:18]3[CH2:23][C@H:22]([C:24](=[O:47])[N:25]([CH:44]4[CH2:46][CH2:45]4)[C:26]4[CH:27]=[CH:28][C:29]5[O:34][C:33]([CH3:35])([CH3:36])[C:32](=[O:37])[N:31]([CH2:38][CH2:39][CH2:40][O:41][CH3:42])[C:30]=5[CH:43]=4)[CH2:21][C@H:20]([NH2:48])[CH2:19]3)=[O:17])[C:13]3[C:5](=[CH:4][CH:3]=[CH:2][CH:1]=3)[C:6]=2[CH:7]=[CH:8][CH:9]=1 |f:3.4|. Procedure: (3S,5R)-3-tert-Butoxycarbonylamino-5-{cyclopropyl-[4-(3-methoxy-propyl)-2,2-dimethyl-3-oxo-3,4-dihydro-2H-benzo[1,4]oxazin-6-yl]-carbamoyl}-piperidine-1-carboxylic acid 9H-fluoren-9-ylmethyl ester (3.0 g, 4.0 mmol) is treated with 4N HCl in 1,4-dioxane (15 mL). The solution is concentrated under reduced pressure to give the title compound as a yellow powder. MS: 653 [M+H]+; tR (HPLC, ACQUITY UPLC™ BEH C18 1.7 μm, 50×2.1 mm; 5% CH3CN+0.1% TFA/H2O+0.1% TFA for 0.5 min then 5-100% CH3CN+0.1% TFA/H2...